Task: describe an organic reaction: reactants, conditions, products, and yield. Dataset: the Open Reaction Database (ORD), a public repository of structured organic reaction records Starting materials: COc1ccc2nc(Nc3ccc(Br)cc3)ncc2c1, Br. Product: Oc1ccc2nc(Nc3ccc(Br)cc3)ncc2c1. As a reaction SMILES: [Br:1][c:2]1[cH:3][cH:4][c:5]([NH:8][c:9]2[n:10][c:11]3[cH:12][cH:13][c:14]([O:19][CH3:20])[cH:15][c:16]3[cH:17][n:18]2)[cH:6][cH:7]1.[BrH:21]>>[Br:1][c:2]1[cH:3][cH:4][c:5]([NH:8][c:9]2[n:10][c:11]3[cH:12][cH:13][c:14]([OH:19])[cH:15][c:16]3[cH:17][n:18]2)[cH:6][cH:7]1. Starting materials: xylenes, CN1S(C2=C(C(C1C(=O)OC)=O)C=CC=C2)(=O)=O (methyl 3,4-dihydro-2-methyl-4-oxo-2H-1,2-benzothiazine-3-carboxylate-1,1-dioxide), NC1=NC=CC=C1 (2-aminopyridine). Run at temperature 140 celsius, time 28 hour. Product: CN1C(=C(C=2C=CC=CC2S1(=O)=O)O)C(=O)NC=3C=CC=CN3 (Piroxicam). As a reaction SMILES: [CH3:1][N:2]1[CH:7]([C:8]([O:10]C)=O)[C:6](=[O:12])[C:5]2[CH:13]=[CH:14][CH:15]=[CH:16][C:4]=2[S:3]1(=[O:18])=[O:17].[NH2:19][C:20]1[CH:25]=[CH:24][CH:23]=[CH:22][N:21]=1>>[CH3:1][N:2]1[S:3](=[O:18])(=[O:17])[C:4]2[CH:16]=[CH:15][CH:14]=[CH:13][C:5]=2[C:6]([OH:12])=[C:7]1[C:8]([NH:19][C:20]1[CH:25]=[CH:24][CH:23]=[CH:22][N:21]=1)=[O:10]. Procedure: To a five liter flask equipped with thermometer, packed distillation column, condenser, and stirrer, under a nitrogen atmosphere is added 3300 ml mixed xylenes, 80 g (0.297 mole) methyl 3,4-dihydro-2-methyl-4-oxo-2H-1,2-benzothiazine-3-carboxylate-1,1-dioxide, 32 g (0.340 mole) 2-aminopyridine and 8 g of activated carbon (Darco G-60* or Darco KBB*). The mixture is heated at reflux (ca. 140° C.) for 28 hours while slowly distilling off methanol and xylene at a rate of about 25 ml per hour for the... Reactants: NC(=S)N (thiourea), IN1C(CCC1=O)=O (N-Iodosuccinimide), CN1C(=NC=C1)C(CC(=O)OC)=O (methyl 3-(1-methyl-1H-imidazol-2-yl)-3-oxopropanoate), CN1C(=NC=C1)C(CC(=O)OC)=O (methyl 3-(1-methyl-1H-imidazol-2-yl)-3-oxopropanoate). The solvent is CO (MeOH), CCOC(=O)C (EtOAc). Run at time 1 hour. Yields the product NC=1SC(=C(N1)C=1N(C=CN1)C)C(=O)OC (Methyl 2-amino-4-(1-methyl-1H-imidazol-2-yl)-1,3-thiazole-5-carboxylate). Isolated yield 46.2%. RXN SMILES: IN1C(=O)CCC1=O.[CH3:9][N:10]1[CH:14]=[CH:13][N:12]=[C:11]1[C:15](=O)[CH2:16][C:17]([O:19][CH3:20])=[O:18].[NH2:22][C:23]([NH2:25])=[S:24]>CCOC(C)=O.CO>[NH2:25][C:23]1[S:24][C:16]([C:17]([O:19][CH3:20])=[O:18])=[C:15]([C:11]2[N:10]([CH3:9])[CH:14]=[CH:13][N:12]=2)[N:22]=1. Procedure details: N-Iodosuccinimide (9.3 g, 41 mmol) was added to a mixture of 7.52 g (41 mmol) methyl 3-(1-methyl-1H-imidazol-2-yl)-3-oxopropanoate (Intermediate 63) and 7.5 g Amberlyst-15 resin in 400 ml EtOAc followed by stirring for 1 hour at room temperature. The resin was filtered off and rinsed with EtOAc. Solvent was removed from the filtrate and the residue was taken up in diethyl ether. Insoluble material was filtered off and rinsed with additional ether. Solvent was removed from the filtrate and the re... Starting materials: BrC=1C=CC(=C(C1)C(CC1(OC1)C(F)(F)F)(C)C)OC (2-[2-(5-bromo-2-methoxyphenyl)-2-methylpropyl]-2-trifluoromethyloxirane), OC1=CC=NC2=CC=CC=C12 (4-hydroxyquinoline), [O-]CC.[Na+] (sodium ethoxide). Run in C(C)O (ethanol). Run at temperature 85 celsius. The product is BrC=1C=CC(=C(C1)C(CC(CN1C=CC(C2=CC=CC=C12)=O)(C(F)(F)F)O)(C)C)OC (1-[4-(5-bromo-2-methoxyphenyl)-2-hydroxy-4-methyl-2-trifluoromethylpentyl]-1H-quinolin-4-one). Yield: 73.5%. RXN SMILES: [Br:1][C:2]1[CH:3]=[CH:4][C:5]([O:19][CH3:20])=[C:6]([C:8]([CH3:18])([CH3:17])[CH2:9][C:10]2([C:13]([F:16])([F:15])[F:14])[CH2:12][O:11]2)[CH:7]=1.[OH:21][C:22]1[C:31]2[C:26](=[CH:27][CH:28]=[CH:29][CH:30]=2)[N:25]=[CH:24][CH:23]=1.[O-]CC.[Na+]>C(O)C>[Br:1][C:2]1[CH:3]=[CH:4][C:5]([O:19][CH3:20])=[C:6]([C:8]([CH3:18])([CH3:17])[CH2:9][C:10]([OH:11])([C:13]([F:16])([F:15])[F:14])[CH2:12][N:25]2[C:26]3[C:31](=[CH:30][CH:29]=[CH:28][CH:27]=3)[C:22](=[O:21])[CH:23]=[CH:24]2)[CH:7]=1 |f:2.3|. Procedure: A mixture of 2-[2-(5-bromo-2-methoxyphenyl)-2-methylpropyl]-2-trifluoromethyloxirane (5.0 g, 14.2 mmol), 4-hydroxyquinoline (3.08 g, 21.2 mmol) and sodium ethoxide (21 wt. % solution in ethanol, 5.3 mL, 14.2 mmol) in ethanol (120 mL) was heated at 85° C. for 14 hours. The reaction was quenched with water and concentrated in vacuo to remove most of the ethanol. The residue was diluted with methylene chloride and washed with half saturated sodium bicarbonate (NaHCO3), dried over magnesium sulfate,...